From a dataset of the Open Reaction Database (ORD), a public repository of structured organic reaction records. describe an organic reaction: reactants, conditions, products, and yield The reactants are [H-].[Al+3].[Li+].[H-].[H-].[H-] (Lithium aluminum hydride), COC([C@H](NC(CC)=O)CCC)=O ((R)—N-propionylnorvaline methyl ester), [OH-].[Na+] (sodium hydroxide). The solvent is O1CCCC1 (tetrahydrofuran), O1CCCC1 (tetrahydrofuran). Conditions: temperature 4 celsius, time 12 minute. The product is C(CC)N[C@H](CCC)CO ((R)—N-propylnorvalinol). Yield: 97.2%. As a reaction SMILES: [H-].[Al+3].[Li+].[H-].[H-].[H-].C[O:8][C:9](=O)[C@@H:10]([CH2:16][CH2:17][CH3:18])[NH:11][C:12](=O)[CH2:13][CH3:14].[OH-].[Na+]>O1CCCC1>[CH2:12]([NH:11][C@@H:10]([CH2:9][OH:8])[CH2:16][CH2:17][CH3:18])[CH2:13][CH3:14] |f:0.1.2.3.4.5,7.8|. Procedure details: Lithium aluminum hydride (5.47 g) was added to tetrahydrofuran (144 mL) with stirring at 4° C. and then stirred under ice-cooling for 15 minutes. A solution of (R)—N-propionylnorvaline methyl ester (15.87 g) in tetrahydrofuran (85 mL) was added dropwise to the resulting suspension over 70 minutes under stirring at 4° C. and then stirred for 15 minutes under ice-cooling. The suspension was refluxed and stirred for 2 hours and then stirred under ice-cooling for 20 minutes, and an aqueous solution ... Starting materials: CC1=C(C=C(C(=C1)NC(C)=O)OC)C(CS(=O)(=O)CC(C1=C(C=C(C(=C1)OC)NC(C)=O)C)O)O (2-methyl-4-acetylamino-5-methoxyphenyl-β-hydroxyethylsulfone), S(O)(O)(=O)=O (sulfuric acid). Yields the product CC1=C(C=C(C(=C1)N)OC)C(CS(=O)(=O)CC(C1=C(C=C(C(=C1)OC)N)C)O)O (2-methyl-4-amino-5-methoxyphenyl-β-hydroxyethylsulfone). Yield: 94.0%. As a reaction SMILES: [CH3:1][C:2]1[CH:7]=[C:6]([NH:8]C(=O)C)[C:5]([O:12][CH3:13])=[CH:4][C:3]=1[CH:14]([OH:35])[CH2:15][S:16]([CH2:19][CH:20]([OH:34])[C:21]1[CH:26]=[C:25]([O:27][CH3:28])[C:24]([NH:29]C(=O)C)=[CH:23][C:22]=1[CH3:33])(=[O:18])=[O:17].S(=O)(=O)(O)O>>[CH3:33][C:22]1[CH:23]=[C:24]([NH2:29])[C:25]([O:27][CH3:28])=[CH:26][C:21]=1[CH:20]([OH:34])[CH2:19][S:16]([CH2:15][CH:14]([OH:35])[C:3]1[CH:4]=[C:5]([O:12][CH3:13])[C:6]([NH2:8])=[CH:7][C:2]=1[CH3:1])(=[O:18])=[O:17]. Reported procedure: 292.9 Parts of 2-methyl-4-acetylamino-5-methoxyphenyl-β-hydroxyethylsulfone (purity: 98%) and 500 parts of diatomaceous earth were fed into a dispersion kneader (manufactured by Inoue Seisakusho) operated at 70 r.p.m. and then 210 parts of 70% sulfuric acid (molar ratio: 1.5) were added thereto. The mixture was maintained at 95° to 100° C. under reduced pressure (300 mmHg) for 7 hours while distilling off the produced water and acetic acid. The reaction product was analyzed by liquid chromatogra... Starting materials: O=C([O-])[O-], CO, COC(=O)c1ccc(C)cc1Oc1ccc(OC(CCCc2ccccc2)C(OC(=O)c2ccccc2)c2cc(OC)c(C)c(OC)c2)cc1, [K+], [K+], O. The product is COC(=O)c1ccc(C)cc1Oc1ccc(OC(CCCc2ccccc2)C(O)c2cc(OC)c(C)c(OC)c2)cc1. RXN SMILES: [C:53](=[O:54])([O-:55])[O-:56].[CH3:1][OH:2].[CH3:3][O:4][C:5]([c:6]1[c:7]([O:13][c:14]2[cH:15][cH:16][c:17]([O:20][CH:21]([CH2:22][CH2:23][CH2:24][c:25]3[cH:26][cH:27][cH:28][cH:29][cH:30]3)[CH:31]([c:32]3[cH:33][c:34]([O:41][CH3:42])[c:35]([CH3:40])[c:36]([O:38][CH3:39])[cH:37]3)[O:43][C:44](=[O:45])[c:46]3[cH:47][cH:48][cH:49][cH:50][cH:51]3)[cH:18][cH:19]2)[cH:8][c:9]([CH3:12])[cH:10][cH:11]1)=[O:52].[K+:57].[K+:58].[OH2:59]>>[CH3:3][O:4][C:5]([c:6]1[c:7]([O:13][c:14]2[cH:15][cH:16][c:17]([O:20][CH:21]([CH2:22][CH2:23][CH2:24][c:25]3[cH:26][cH:27][cH:28][cH:29][cH:30]3)[CH:31]([c:32]3[cH:33][c:34]([O:41][CH3:42])[c:35]([CH3:40])[c:36]([O:38][CH3:39])[cH:37]3)[OH:43])[cH:18][cH:19]2)[cH:8][c:9]([CH3:12])[cH:10][cH:11]1)=[O:52]. Starting materials: Cl (hydrochloric acid), C(C)(=O)OC1C2CC=C(CC2CC1)OC (7-acetoxy-3-methoxybicyclo[4,3,0]non-3-ene). Solvent: CO (methanol). Conditions: time 5 minute. The product is C(C)(=O)OC1C2CCC(CC2CC1)=O (7-acetoxybicyclo[4,3,0]nonan-3-one). Isolated yield 99.5%. RXN SMILES: Cl.[C:2]([O:5][CH:6]1[CH2:14][CH2:13][CH:12]2[CH:7]1[CH2:8][CH:9]=[C:10]([O:15]C)[CH2:11]2)(=[O:4])[CH3:3]>CO>[C:2]([O:5][CH:6]1[CH2:14][CH2:13][CH:12]2[CH:7]1[CH2:8][CH2:9][C:10](=[O:15])[CH2:11]2)(=[O:4])[CH3:3]. Procedure: Concentrated hydrochloric acid (3.5 ml) was added to a solution of 7-acetoxy-3-methoxybicyclo[4,3,0]non-3-ene (58.9 g; prepared as described in Reference Example 3) in methanol (500 ml), and the mixture was stirred at the ambient temperature for 5 minutes. It was then concentrated under reduced pressure, to give 7-acetoxybicyclo[4,3,0]nonan-3-one (54.7 g).